From a dataset of the Open Reaction Database (ORD), a public repository of structured organic reaction records. describe an organic reaction: reactants, conditions, products, and yield Starting materials: CI (methyl iodide), CSCCOC1=CC=C(C=C1)OCC(COC1=CC=CC=C1)O (2-{4-(2-hydroxy-3-phenoxypropoxy)phenoxy}ethyl methyl sulfide). The solvent is C(C)#N (acetonitrile). Reaction conditions: time 24 hour. Yields the product [I-].OC(COC1=CC=C(OCC[S+](C)C)C=C1)COC1=CC=CC=C1 (2-{4-(2-hydroxy-3-phenoxypropoxy)phenoxy}ethyldimethylsulfonium iodide). The yield is 93.5%. RXN SMILES: [CH3:1][I:2].[CH3:3][S:4][CH2:5][CH2:6][O:7][C:8]1[CH:13]=[CH:12][C:11]([O:14][CH2:15][CH:16]([OH:25])[CH2:17][O:18][C:19]2[CH:24]=[CH:23][CH:22]=[CH:21][CH:20]=2)=[CH:10][CH:9]=1>C(#N)C>[I-:2].[OH:25][CH:16]([CH2:17][O:18][C:19]1[CH:24]=[CH:23][CH:22]=[CH:21][CH:20]=1)[CH2:15][O:14][C:11]1[CH:10]=[CH:9][C:8]([O:7][CH2:6][CH2:5][S+:4]([CH3:1])[CH3:3])=[CH:13][CH:12]=1 |f:3.4|. Procedure details: A 5 g quantity of methyl iodide was added to 3.34 g of 2-{4-(2-hydroxy-3-phenoxypropoxy)phenoxy}ethyl methyl sulfide and 5 ml of acetonitrile. The mixture was stirred at room temperature for 24 hours. The reaction mixture was concentrated and the residue was recrystallized from ethanol-ether, giving 4.45 g of 2-{4-(2-hydroxy-3-phenoxypropoxy)phenoxy}ethyldimethylsulfonium iodide in 93.5% yield, M.P. 112° to 112.8° C. The reactants are C(C)(=O)OCC (ethyl acetate), BrCCCC[C@]12C(NC=3C=CC=C(C13)CCC2)=O ((S)-2a-(4-bromobutyl)-2a,3,4,5-tetrahydro-1H-benz[cd]indol-2-one), COC1=C(C=CC=C1)N1CCNCC1 (4-(2-methoxyphenyl)piperazine), C([O-])([O-])=O.[K+].[K+] (potassium carbonate). The solvent is CN(C=O)C (N,N-dimethylformamide). The product is COC1=C(C=CC=C1)N1CCN(CC1)CCCC[C@]12C(NC=3C=CC=C(C13)CCC2)=O ((S)-2a-(4-(4-(2-methoxyphenyl)piperazinyl)butyl)-2a,3,4,5-tetrahydro-1H-benz[cd]indol-2-one). Isolated yield 83.4%. As a reaction SMILES: Br[CH2:2][CH2:3][CH2:4][CH2:5][C@@:6]12[CH2:17][CH2:16][CH2:15][C:13]3[C:14]1=[C:9]([CH:10]=[CH:11][CH:12]=3)[NH:8][C:7]2=[O:18].[CH3:19][O:20][C:21]1[CH:26]=[CH:25][CH:24]=[CH:23][C:22]=1[N:27]1[CH2:32][CH2:31][NH:30][CH2:29][CH2:28]1.C(=O)([O-])[O-].[K+].[K+].C(OCC)(=O)C>CN(C)C=O>[CH3:19][O:20][C:21]1[CH:26]=[CH:25][CH:24]=[CH:23][C:22]=1[N:27]1[CH2:32][CH2:31][N:30]([CH2:2][CH2:3][CH2:4][CH2:5][C@@:6]23[CH2:17][CH2:16][CH2:15][C:13]4[C:14]2=[C:9]([CH:10]=[CH:11][CH:12]=4)[NH:8][C:7]3=[O:18])[CH2:29][CH2:28]1 |f:2.3.4|. Reported procedure: (S)-2a-(4-bromobutyl)-2a,3,4,5-tetrahydro-1H-benz[cd]indol-2-one (308 mg, 1.0 mmol), 4-(2-methoxyphenyl)piperazine (415 mg, 2.1 mmol) and potassium carbonate (280 mg, 2.0 mmol) in anhydrous N,N-dimethylformamide (10 ml) were stirred at room temperature for 18 hours. Then, ethyl acetate (80 ml) was added to the resulting reaction mixture, which was washed with water and saturated saline solution, successively dried over anhydrous sodium sulfate, followed by evaporating the solvent under reduced p...